Dataset: the Open Reaction Database (ORD), a public repository of structured organic reaction records. Task: describe an organic reaction: reactants, conditions, products, and yield Reactants: CC1=NC=2C=CC3=C(C2C(N1)=O)C=C(C=C3)CNC3=CC(=C(C(=O)OCC)C=C3)F (ethyl 4-(((1,2-dihydro-3-methyl-1-oxobenzo(f)quinazolin-9-yl)methyl)amino)-2-fluorobenzoate), [OH-].[Na+] (NaOH). Run in CCO (EtOH). Reaction conditions: time 8 hour. Product: CC1=NC=2C=CC3=C(C2C(N1)=O)C=C(C=C3)CNC3=CC(=C(C(=O)O)C=C3)F (4-(((1,2-dihydro-3-methyl-1-oxobenzo(f)quinazolin-9-yl)methyl)amino)-2-fluorobenzoic acid). The yield is 80.6%. As a reaction SMILES: [CH3:1][C:2]1[NH:11][C:10](=[O:12])[C:9]2[C:8]3[CH:13]=[C:14]([CH2:17][NH:18][C:19]4[CH:29]=[CH:28][C:22]([C:23]([O:25]CC)=[O:24])=[C:21]([F:30])[CH:20]=4)[CH:15]=[CH:16][C:7]=3[CH:6]=[CH:5][C:4]=2[N:3]=1.[OH-].[Na+]>CCO>[CH3:1][C:2]1[NH:11][C:10](=[O:12])[C:9]2[C:8]3[CH:13]=[C:14]([CH2:17][NH:18][C:19]4[CH:29]=[CH:28][C:22]([C:23]([OH:25])=[O:24])=[C:21]([F:30])[CH:20]=4)[CH:15]=[CH:16][C:7]=3[CH:6]=[CH:5][C:4]=2[N:3]=1 |f:1.2|. Reported procedure: A 100 mL 3-necked flask equipped with a magnetic stirrer was charged with 0.200 g of ethyl 4-(((1,2-dihydro-3-methyl-1-oxobenzo(f)quinazolin-9-yl)methyl)amino)-2-fluorobenzoate, 18 mL of 1 N NaOH, and 20 mL of EtOH. After stirring overnight at RT, the solution was concentrated to 20 mL in vacuo and acidified to pH 2.5 by addition of concentrated HCl. The resulting precipitate was collected by vacuum filtration, washed with 15 mL of water, and dried in vacuo to afford 0.15 g (77%) of 4-(((1,2-dih... The reactants are [Si](C)(C)(C(C)(C)C)O[C@H]1C[C@@H](CC2=CC=C3[C@@H]4CC=C([C@@]4(C)CC[C@@H]3[C@@]12C)CO)O[Si](C)(C)C(C)(C)C (1α,3β-Bis(tert-butyldimethylsilyloxy)-17-(hydroxymethyl)androsta-5,7,16-triene), CN(C(C=C)=O)C (N,N-dimethylacrylamide), [H-].[Na+] (sodium hydride). Run in O1CCCC1 (tetrahydrofuran). Product: [Si](C)(C)(C(C)(C)C)O[C@H]1C[C@@H](CC2=CC=C3[C@@H]4CC=C([C@@]4(C)CC[C@@H]3[C@@]12C)COCCC(=O)N(C)C)O[Si](C)(C)C(C)(C)C (1α,3β-bis(tert-butyldimethylsilyloxy)-17-(N,N-dimethylaminocarbonylethoxymethyl)androsta-5,7,16-triene). Isolated yield 93.2%. RXN SMILES: [Si:1]([O:8][C@@H:9]1[C@@:26]2([CH3:27])[C:13](=[CH:14][CH:15]=[C:16]3[C@@H:25]2[CH2:24][CH2:23][C@@:21]2([CH3:22])[C@H:17]3[CH2:18][CH:19]=[C:20]2[CH2:28][OH:29])[CH2:12][C@@H:11]([O:30][Si:31]([C:34]([CH3:37])([CH3:36])[CH3:35])([CH3:33])[CH3:32])[CH2:10]1)([C:4]([CH3:7])([CH3:6])[CH3:5])([CH3:3])[CH3:2].[CH3:38][N:39]([CH3:44])[C:40](=[O:43])[CH:41]=[CH2:42].[H-].[Na+]>O1CCCC1>[Si:1]([O:8][C@@H:9]1[C@@:26]2([CH3:27])[C:13](=[CH:14][CH:15]=[C:16]3[C@@H:25]2[CH2:24][CH2:23][C@@:21]2([CH3:22])[C@H:17]3[CH2:18][CH:19]=[C:20]2[CH2:28][O:29][CH2:42][CH2:41][C:40]([N:39]([CH3:44])[CH3:38])=[O:43])[CH2:12][C@@H:11]([O:30][Si:31]([C:34]([CH3:37])([CH3:36])[CH3:35])([CH3:32])[CH3:33])[CH2:10]1)([C:4]([CH3:7])([CH3:6])[CH3:5])([CH3:3])[CH3:2] |f:2.3|. Procedure: 1α,3β-Bis(tert-butyldimethylsilyloxy)-17-(hydroxymethyl)androsta-5,7,16-triene (951 mg, 1.75 mmol) was treated with N,N-dimethylacrylamide (540 mg, 5.44 mmol) and sodium hydride (60% in oil, 105 mg, 2.62 mmol) in tetrahydrofuran (17.5 ml) in the same manner as shown in Example 4(1) (at 5° C. for 14 hours), followed by work up and purification using column chromatography (hexane:ethyl acetate= 2:1) to give the titled compound (1.05 g, 92.7%) as a yellow oil. Starting materials: ClC1=C(C(=O)O)C=C(C=C1)[N+](=O)[O-] (2-chloro-5-nitrobenzoic acid), C1=CN(C=N1)C(=O)N2C=CN=C2 (CDI). Reagents/catalysts: CN(CCN)C (N,N-dimethylethylenediamine). The solvent is C1CCOC1 (THF). Conditions: time 1 hour. Product: CN(C)CCNC(C1=C(C=CC(=C1)[N+](=O)[O-])Cl)=O (N-[(N,N-Dimethylamino)ethyl]-2-chloro-5-nitrobenzamide), oil. Isolated yield 74.0%. As a reaction SMILES: [Cl:1][C:2]1[CH:10]=[CH:9][C:8]([N+:11]([O-:13])=[O:12])=[CH:7][C:3]=1[C:4]([OH:6])=O.[CH:14]1[N:18]=[CH:17][N:16]([C:19](N2C=NC=C2)=O)[CH:15]=1>C1COCC1.CN(C)CCN>[CH3:17][N:16]([CH2:15][CH2:14][NH:18][C:4](=[O:6])[C:3]1[CH:7]=[C:8]([N+:11]([O-:13])=[O:12])[CH:9]=[CH:10][C:2]=1[Cl:1])[CH3:19]. Procedure: A solution of 10 g (0.050 mmol) of 2-chloro-5-nitrobenzoic acid in 60 ml of THF was cooled over an ice bath, followed by the addition of 10 g (0.064 mmol) of CDI. The thus-obtained mixture was stirred at room temperature for 1 hour. To the solution, 12 ml (0.11 mmol) of N,N-dimethylethylenediamine were added dropwise, followed by stirring at room temperature for 3 hours. After the solvent was distilled out, the residue was dissolved in ethyl acetate. After the solution so obtained was washed wit... The solvent is [OH-].[Na+] (NaOH). Reaction SMILES: [CH2:1]([NH:5][C:6]1[CH:7]=[C:8]([CH:13]=[C:14]([S:23](=[O:26])(=[O:25])[NH2:24])[C:15]=1[O:16][C:17]1[CH:22]=[CH:21][CH:20]=[CH:19][CH:18]=1)[C:9]([O:11]C)=[O:10])[CH2:2][CH2:3][CH3:4]>[OH-].[Na+]>[CH2:1]([NH:5][C:6]1[CH:7]=[C:8]([CH:13]=[C:14]([S:23](=[O:26])(=[O:25])[NH2:24])[C:15]=1[O:16][C:17]1[CH:18]=[CH:19][CH:20]=[CH:21][CH:22]=1)[C:9]([OH:11])=[O:10])[CH2:2][CH2:3][CH3:4] |f:1.2|. Procedure details: 2.5 Grams of methyl 3-n-butylamino-4-phenoxy-5-sulfamyl-benzoate were dissolved in 50 ml of 1N NaOH and the solution was heated for 30 minutes on a steam bath. The solution was then filtered and carefully acidified. 3-n-butylamino-4-phenoxy-5-sulfamyl-benzoic acid precipitation in flakes which melted at 229°-231° C. After recrystallization from ethanol/water, the melting point was 235° C. Reactants: C(CCC)NC=1C=C(C(=O)OC)C=C(C1OC1=CC=CC=C1)S(N)(=O)=O (methyl 3-n-butylamino-4-phenoxy-5-sulfamyl-benzoate). The product is C(CCC)NC=1C=C(C(=O)O)C=C(C1OC1=CC=CC=C1)S(N)(=O)=O (3-n-butylamino-4-phenoxy-5-sulfamyl-benzoic acid).